From a dataset of the Open Reaction Database (ORD), a public repository of structured organic reaction records. describe an organic reaction: reactants, conditions, products, and yield Starting materials: [Li]CCCC, Cn1c(Cl)nc(-c2ccccc2)c1-c1ccccc1, O=C(Cl)OCc1ccccc1, C1CCOC1, c1c[nH]cn1. The product is Cn1c(C(=O)OCc2ccccc2)nc(-c2ccccc2)c1-c1ccccc1. As a reaction SMILES: [CH2:20]([Li:21])[CH2:22][CH2:23][CH3:24].[Cl:1][c:2]1[n:3]([CH3:19])[c:4](-[c:13]2[cH:14][cH:15][cH:16][cH:17][cH:18]2)[c:5](-[c:7]2[cH:8][cH:9][cH:10][cH:11][cH:12]2)[n:6]1.[Cl:25][C:26](=[O:27])[O:28][CH2:29][c:30]1[cH:31][cH:32][cH:33][cH:34][cH:35]1.[O:41]1[CH2:42][CH2:43][CH2:44][CH2:45]1.[nH:36]1[cH:37][cH:38][n:39][cH:40]1>>[c:2]1([C:26](=[O:27])[O:28][CH2:29][c:30]2[cH:31][cH:32][cH:33][cH:34][cH:35]2)[n:3]([CH3:19])[c:4](-[c:13]2[cH:14][cH:15][cH:16][cH:17][cH:18]2)[c:5](-[c:7]2[cH:8][cH:9][cH:10][cH:11][cH:12]2)[n:6]1. Starting materials: CO, O=C(c1ccccc1)n1c(=O)c(I)cn(CCCN2CC3CC3(c3cccc(C(F)(F)F)c3)C2)c1=O, N. The product is O=c1[nH]c(=O)n(CCCN2CC3CC3(c3cccc(C(F)(F)F)c3)C2)cc1I. RXN SMILES: [CH3:37][OH:38].[I:1][c:2]1[c:3](=[O:36])[n:4]([C:28]([c:29]2[cH:30][cH:31][cH:32][cH:33][cH:34]2)=[O:35])[c:5](=[O:27])[n:6]([CH2:8][CH2:9][CH2:10][N:11]2[CH2:12][C:13]3([c:17]4[cH:18][c:19]([C:23]([F:24])([F:25])[F:26])[cH:20][cH:21][cH:22]4)[CH2:14][CH:15]3[CH2:16]2)[cH:7]1.[NH3:39]>>[I:1][c:2]1[c:3](=[O:36])[nH:4][c:5](=[O:27])[n:6]([CH2:8][CH2:9][CH2:10][N:11]2[CH2:12][C:13]3([c:17]4[cH:18][c:19]([C:23]([F:24])([F:25])[F:26])[cH:20][cH:21][cH:22]4)[CH2:14][CH:15]3[CH2:16]2)[cH:7]1. Reactants: COc1cc2c(c3[nH]c4c([N+](=O)[O-])c5ccccc5cc4c(=O)c13)C=CC(C)(C)O2, CN(C)C=O, [H-], CI, [Na+]. Yields the product COc1cc2c(c3c1c(=O)c1cc4ccccc4c([N+](=O)[O-])c1n3C)C=CC(C)(C)O2. As a reaction SMILES: [CH3:1][O:2][c:3]1[cH:4][c:5]2[c:6]([c:7]3[nH:8][c:9]4[c:10]([N+:22](=[O:23])[O-:24])[c:11]5[c:12]([cH:13][c:14]4[c:15](=[O:17])[c:16]13)[cH:18][cH:19][cH:20][cH:21]5)[CH:25]=[CH:26][C:27]([CH3:29])([CH3:30])[O:28]2.[CH3:35][N:36]([CH3:37])[CH:38]=[O:39].[H-:31].[I:33][CH3:34].[Na+:32]>>[CH3:1][O:2][c:3]1[cH:4][c:5]2[c:6]([c:7]3[n:8]([CH3:34])[c:9]4[c:10]([N+:22](=[O:23])[O-:24])[c:11]5[c:12]([cH:13][c:14]4[c:15](=[O:17])[c:16]13)[cH:18][cH:19][cH:20][cH:21]5)[CH:25]=[CH:26][C:27]([CH3:29])([CH3:30])[O:28]2. Starting materials: COC(C)(C)C, ClCC1CO1, [Co+3], Oc1ccccc1. The product is OC(CCl)COc1ccccc1. RXN SMILES: [C:13]([O:14][CH3:15])([CH3:16])([CH3:17])[CH3:18].[CH:1]1([CH2:2][Cl:3])[CH2:4][O:5]1.[Co+3:19].[OH:6][c:7]1[cH:8][cH:9][cH:10][cH:11][cH:12]1>>[CH:1]([CH2:2][Cl:3])([CH2:4][O:6][c:7]1[cH:8][cH:9][cH:10][cH:11][cH:12]1)[OH:5]. Reactants: COC(=O)C=1OC2=C(C1)C=C(C=C2)SC(N(C)C)=O (5-dimethylcarbamoylsulfanyl-benzofuran-2-carboxylic acid methyl ester), [OH-].[K+] (potassium hydroxide), crude mixture, OS(=O)(=O)O (H2SO4), Cl (HCl). Solvent: C(C)O.O (ethanol water), CO (MeOH). Product: COC(=O)C=1OC2=C(C1)C=C(C=C2)O (5-Hydroxy-benzofuran-2-carboxylic acid methyl ester). The yield is 95.0%. As a reaction SMILES: [CH3:1][O:2][C:3]([C:5]1[O:6][C:7]2[CH:13]=[CH:12][C:11](SC(=O)N(C)C)=[CH:10][C:8]=2[CH:9]=1)=[O:4].[OH-].[K+].Cl.[OH:23]S(O)(=O)=O>CO.C(O)C.O>[CH3:1][O:2][C:3]([C:5]1[O:6][C:7]2[CH:13]=[CH:12][C:11]([OH:23])=[CH:10][C:8]=2[CH:9]=1)=[O:4] |f:1.2,6.7|. Procedure details: A solution of 5-dimethylcarbamoylsulfanyl-benzofuran-2-carboxylic acid methyl ester (0.5 g, 1.8 mmol) and potassium hydroxide (0.5 g, 12.5 mmol) in 25 ml 2:1 ethanol/water was heated at reflux for 18 hours. The reaction was then cooled, acidified with 2 M HCl, extracted 2×25 mL EtOAc, dried (Na2SO4) and the solvent removed in vacuo to give 350 mg of the crude product. The crude mixture was then refluxed overnight in 25 mL MeOH and catalytic H2SO4. The reaction was then cooled, concentrated in va... Reactants: CNCCCOC1=CC(=CC=C1)[N+](=O)[O-] (methyl(3-(3-nitrophenoxy)propyl)amine), O=C([C@H](O)[C@@H](O)[C@@H](O)[C@H](O)C(=O)O)O (galactaric acid), O (Water). Solvent: C(C)O (ethanol). The product is O=C([C@H](O)[C@@H](O)[C@@H](O)[C@H](O)C(=O)O)O.CNCCCOC1=CC(=CC=C1)[N+](=O)[O-].CNCCCOC1=CC(=CC=C1)[N+](=O)[O-] (Methyl(3-(3-nitrophenoxy)propyl)amine Hemigalactarate). RXN SMILES: [CH3:1][NH:2][CH2:3][CH2:4][CH2:5][O:6][C:7]1[CH:12]=[CH:11][CH:10]=[C:9]([N+:13]([O-:15])=[O:14])[CH:8]=1.[O:16]=[C:17]([OH:29])[C@@H:18]([C@H:20]([C@H:22]([C@@H:24]([C:26]([OH:28])=[O:27])[OH:25])[OH:23])[OH:21])[OH:19].O>C(O)C>[O:16]=[C:17]([OH:29])[C@@H:18]([C@H:20]([C@H:22]([C@@H:24]([C:26]([OH:28])=[O:27])[OH:25])[OH:23])[OH:21])[OH:19].[CH3:1][NH:2][CH2:3][CH2:4][CH2:5][O:6][C:7]1[CH:12]=[CH:11][CH:10]=[C:9]([N+:13]([O-:15])=[O:14])[CH:8]=1.[CH3:1][NH:2][CH2:3][CH2:4][CH2:5][O:6][C:7]1[CH:12]=[CH:11][CH:10]=[C:9]([N+:13]([O-:15])=[O:14])[CH:8]=1 |f:4.5.6|. Procedure: To a solution of methyl(3-(3-nitrophenoxy)propyl)amine (493 mg, 2.35 mmol) in ethanol (10 mL) was added galactaric acid (247 mg, 1.17 mmol). Water (3.0 mL) was added drop-wise, while warming the solution to near reflux. To remove some white, insoluble crystals, the warm solution was filtered through a glass wool plug, washing the filter plug with a warm solution of ethanol-water (4:1, v/v). The filtrate was diluted with ethanol (15 mL), producing a white precipitate. The mixture was allowed to c... Starting materials: C(C)OP(OCC)(=O)CCC12CCC(CC1)(CC2)C2=NC=1N(C(N(C(C1N2)=O)CCC)=O)CCC ({2-[4-(2,6-dioxo-1,3-dipropyl-2,3,6,7-tetrahydro-1H-purin-8-yl)-bicyclo-[2.2.2]oct-1-yl]-ethyl}-phosphonic acid diethyl ester), Cl (HCl). Run in [OH-].[Na+] (NaOH). Conditions: temperature 80 celsius. The product is C(C)OP(O)(=O)CCC12CCC(CC1)(CC2)C2=NC=1N(C(N(C(C1N2)=O)CCC)=O)CCC ({2-[4-(2,6-Dioxo-1,3-dipropyl-2,3,6,7-tetrahydro-1H-purin-8-yl)-bicyclo[2.2.2]oct-1-yl]-ethyl}-phosphonic acid monoethyl ester). RXN SMILES: [CH2:1]([O:3][P:4]([CH2:9][CH2:10][C:11]12[CH2:18][CH2:17][C:14]([C:19]3[NH:27][C:26]4[C:25](=[O:28])[N:24]([CH2:29][CH2:30][CH3:31])[C:23](=[O:32])[N:22]([CH2:33][CH2:34][CH3:35])[C:21]=4[N:20]=3)([CH2:15][CH2:16]1)[CH2:13][CH2:12]2)(=[O:8])[O:5]CC)[CH3:2].Cl>[OH-].[Na+]>[CH2:1]([O:3][P:4]([CH2:9][CH2:10][C:11]12[CH2:18][CH2:17][C:14]([C:19]3[NH:27][C:26]4[C:25](=[O:28])[N:24]([CH2:29][CH2:30][CH3:31])[C:23](=[O:32])[N:22]([CH2:33][CH2:34][CH3:35])[C:21]=4[N:20]=3)([CH2:13][CH2:12]1)[CH2:15][CH2:16]2)(=[O:5])[OH:8])[CH3:2] |f:2.3|. Procedure details: Dissolved {2-[4-(2,6-dioxo-1,3-dipropyl-2,3,6,7-tetrahydro-1H-purin-8-yl)-bicyclo-[2.2.2]oct-1-yl]-ethyl}-phosphonic acid diethyl ester (30 mg, 59 μmol) in I N NaOH (4 ml) and heated the solution at 80° C. for 3 h. The mixture was allowed to cool to rt and slowly acidified with concentrated HCl. The resulting precipitate was collected and dried (22 mg, 79%). 1H NMR (400 MHz, CDCl3); δ 0.93 (coincident triplets, 6H), 1.31 (t, 3H), 1.48 (m, 8H), 1.70 (br m, 6H), 1.95 (m, 6H), 3.95 (t, 2H), 4.07 (t... The reactants are ClC1=C(C=CC=C1)C (2-chlorotoluene), [Cl-].C(CCCCCCCCCCCCCCCCC)[N+](C)(C)C (octadecyltrimethylammonium chloride), ClC=1C=C(C=CC1Cl)[N+](=O)[O-] (3,4-dichloronitrobenzene), [F-].[K+] (potassium fluoride). Run at temperature 180 celsius. Product: ClC=1C=C(C=CC1F)[N+](=O)[O-] (3-chloro-4-fluoronitrobenzene), ClC=1C=C(C=CC1Cl)[N+](=O)[O-] (3,4-dichloronitrobenzene). The yield is 79.0%. Reaction SMILES: [Cl-].C([N+](C)(C)C)CCCCCCCCCCCCCCCCC.[Cl:24][C:25]1[CH:26]=[C:27]([N+:32]([O-:34])=[O:33])[CH:28]=[CH:29][C:30]=1[Cl:31].ClC1C=CC=CC=1C.[F-:43].[K+]>>[Cl:24][C:25]1[CH:26]=[C:27]([N+:32]([O-:34])=[O:33])[CH:28]=[CH:29][C:30]=1[F:43].[Cl:24][C:25]1[CH:26]=[C:27]([N+:32]([O-:34])=[O:33])[CH:28]=[CH:29][C:30]=1[Cl:31] |f:0.1,4.5|. Reported procedure: 100 g of octadecyltrimethylammonium chloride are dissolved at 60° C. in 2900 g (15.1 mol) of 3,4-dichloronitrobenzene. 100 g of 2-chlorotoluene are added to the solution. After addition of 825 g (14.2 mol) of potassium fluoride, the resulting suspension is heated for 11 hours at 180° C. During this time, some of the 2-chlorotoluene is continuously distilled off. The reaction suspension is then quickly filtered off using suction, the filter cake is washed with 2-chlorotoluene and the combined fil... The reactants are Oc1cc(Oc2ccccc2)ccc1Br, O=C([O-])[O-], CC(C)=O, CCI, [K+], [K+]. Yields the product CCOc1cc(Oc2ccccc2)ccc1Br. RXN SMILES: [Br:1][c:2]1[c:3]([OH:15])[cH:4][c:5]([O:8][c:9]2[cH:10][cH:11][cH:12][cH:13][cH:14]2)[cH:6][cH:7]1.[C:16](=[O:17])([O-:18])[O-:19].[CH3:25][C:26](=[O:27])[CH3:28].[I:22][CH2:23][CH3:24].[K+:20].[K+:21]>>[Br:1][c:2]1[c:3]([O:15][CH2:23][CH3:24])[cH:4][c:5]([O:8][c:9]2[cH:10][cH:11][cH:12][cH:13][cH:14]2)[cH:6][cH:7]1. Starting materials: CN1CCOCC1, CN(C)C=O, [Cl-], NCCCC(c1cc(F)ccc1F)S(=O)(=O)c1ccc(Cl)cc1, O=C(O)CCCCl, ClCCl, Cl, [H-], [Na+], C1CCOC1, O. The product is O=C1CCCN1CCCC(c1cc(F)ccc1F)S(=O)(=O)c1ccc(Cl)cc1. Reaction SMILES: [CH3:25][N:26]1[CH2:27][CH2:28][O:29][CH2:30][CH2:31]1.[CH3:51][N:52]([CH3:53])[CH:54]=[O:55].[Cl-:32].[Cl:2][c:3]1[cH:4][cH:5][c:6]([S:9](=[O:10])(=[O:11])[CH:12]([CH2:13][CH2:14][CH2:15][NH2:16])[c:17]2[c:18]([F:24])[cH:19][cH:20][c:21]([F:23])[cH:22]2)[cH:7][cH:8]1.[Cl:33][CH2:34][CH2:35][CH2:36][C:37](=[O:38])[OH:39].[Cl:42][CH2:43][Cl:44].[ClH:1].[H-:40].[Na+:41].[O:45]1[CH2:46][CH2:47][CH2:48][CH2:49]1.[OH2:50]>>[Cl:2][c:3]1[cH:4][cH:5][c:6]([S:9](=[O:10])(=[O:11])[CH:12]([CH2:13][CH2:14][CH2:15][N:16]2[CH2:34][CH2:35][CH2:36][C:37]2=[O:38])[c:17]2[c:18]([F:24])[cH:19][cH:20][c:21]([F:23])[cH:22]2)[cH:7][cH:8]1.